This data is from the Open Reaction Database (ORD), a public repository of structured organic reaction records. The task is: describe an organic reaction: reactants, conditions, products, and yield Yields the product COc1ccc(COC(=O)C(O)N2C(=O)C(NC(=O)Cc3ccccc3)C2S)cc1. The reactants are Cc1ccc(S(=O)(=O)O)cc1, CC(C)=O, ClCCl, O, COc1ccc(COC(=O)C(O)N2C(=O)C3N=C(Cc4ccccc4)SC32)cc1. Reaction SMILES: [CH3:1][c:2]1[cH:3][cH:4][c:5]([S:6](=[O:7])(=[O:8])[OH:9])[cH:10][cH:11]1.[CH3:45][C:46](=[O:47])[CH3:48].[Cl:42][CH2:43][Cl:44].[OH2:41].[OH:12][CH:13]([C:14](=[O:15])[O:16][CH2:17][c:18]1[cH:19][cH:20][c:21]([O:24][CH3:25])[cH:22][cH:23]1)[N:26]1[CH:27]2[S:28][C:29]([CH2:34][c:35]3[cH:36][cH:37][cH:38][cH:39][cH:40]3)=[N:30][CH:31]2[C:32]1=[O:33]>>[O:9]=[C:29]([NH:30][CH:31]1[CH:27]([SH:28])[N:26]([CH:13]([OH:12])[C:14](=[O:15])[O:16][CH2:17][c:18]2[cH:19][cH:20][c:21]([O:24][CH3:25])[cH:22][cH:23]2)[C:32]1=[O:33])[CH2:34][c:35]1[cH:36][cH:37][cH:38][cH:39][cH:40]1. Starting materials: C(CC=CCC)C1=C(C(C(=O)OC)=CC(=C1)Cl)O (methyl 3-(3-hexenyl)-5-chlorosalicylate). Run in FC(C(=O)O)(F)F (trifluoroacetic acid), hexanes. Run at temperature 70 celsius. Product: ClC1=CC2=C(O[C@H]3[C@H]2CCCC3)C(=C1)C(=O)OC (Methyl 2-chloro-trans-5a,6,7,8,9,9a-hexahydrodibenzofuran-4-carboxylate). Reaction SMILES: [CH2:1]([C:7]1[CH:16]=[C:15]([Cl:17])[CH:14]=[C:9]([C:10]([O:12][CH3:13])=[O:11])[C:8]=1[OH:18])[CH2:2][CH:3]=[CH:4][CH2:5][CH3:6]>FC(F)(F)C(O)=O>[Cl:17][C:15]1[CH:14]=[C:9]([C:10]([O:12][CH3:13])=[O:11])[C:8]2[O:18][C@@H:2]3[CH2:3][CH2:4][CH2:5][CH2:6][C@H:1]3[C:7]=2[CH:16]=1. Procedure: A mixture of 9 g of methyl 3-(3-hexenyl)-5-chlorosalicylate and 20 ml trifluoroacetic acid is heated at 70° C. overnight. The cooled reaction mixture is diluted with hexanes, washed three times with water, dried and evaporated to dryness. The residue is purified with flash chromatography using 10% ethylacetate/hexane to give four fractions Reactants: O=C([O-])[O-], CCCCCCCCCCCC, CCOC(C)=O, CC(C)O, Cc1cc(C)cc(I)c1, [K+], [K+], OCCO, Sc1ccccc1. Yields the product Cc1cc(C)cc(Sc2ccccc2)c1. RXN SMILES: [C:1](=[O:2])([O-:3])[O-:4].[CH3:27][CH2:28][CH2:29][CH2:30][CH2:31][CH2:32][CH2:33][CH2:34][CH2:35][CH2:36][CH2:37][CH3:38].[CH3:39][CH2:40][O:41][C:42](=[O:43])[CH3:44].[CH3:45][CH:46]([OH:47])[CH3:48].[I:11][c:12]1[cH:13][c:14]([CH3:19])[cH:15][c:16]([CH3:18])[cH:17]1.[K+:5].[K+:6].[OH:7][CH2:8][CH2:9][OH:10].[SH:20][c:21]1[cH:22][cH:23][cH:24][cH:25][cH:26]1>>[c:12]1([S:20][c:21]2[cH:22][cH:23][cH:24][cH:25][cH:26]2)[cH:13][c:14]([CH3:19])[cH:15][c:16]([CH3:18])[cH:17]1. The reactants are Cl.N12CC(C(CC1)CC2)CC(=O)NC2=CC=C(C=C2)Br (2-(1-azabicyclo[2.2.2]oct-3-yl)-N-(4-bromophenyl)acetamide hydrochloride), COC1=CC=C(C=C1)B(O)O (4-methoxyphenylboronic acid), C([O-])([O-])=O.[Na+].[Na+] (sodium carbonate), bis(diphenylphosphino)ferrocenepalladium(II) chloride. Run in CN(C=O)C (dimethylformamide). Yields the product Cl.N12CC(C(CC1)CC2)CC(=O)NC2=CC=C(C=C2)C2=CC=C(C=C2)OC (2-(1-Azabicyclo[2.2.2]oct-3-yl)-N-(4′-methoxy-1,1′-biphenyl-4-yl)acetamide hydrochloride). Reaction SMILES: [ClH:1].[N:2]12[CH2:9][CH2:8][CH:5]([CH2:6][CH2:7]1)[CH:4]([CH2:10][C:11]([NH:13][C:14]1[CH:19]=[CH:18][C:17](Br)=[CH:16][CH:15]=1)=[O:12])[CH2:3]2.[CH3:21][O:22][C:23]1[CH:28]=[CH:27][C:26](B(O)O)=[CH:25][CH:24]=1.C(=O)([O-])[O-].[Na+].[Na+]>CN(C)C=O>[ClH:1].[N:2]12[CH2:9][CH2:8][CH:5]([CH2:6][CH2:7]1)[CH:4]([CH2:10][C:11]([NH:13][C:14]1[CH:19]=[CH:18][C:17]([C:26]3[CH:27]=[CH:28][C:23]([O:22][CH3:21])=[CH:24][CH:25]=3)=[CH:16][CH:15]=1)=[O:12])[CH2:3]2 |f:0.1,3.4.5,7.8|. Reported procedure: In accordance with the general method, 60 mg. (0.17 mmol) of 2-(1-azabicyclo[2.2.2]oct-3-yl)-N-(4-bromophenyl)acetamide hydrochloride, 25.4 mg (0.17 mmol) of 4-methoxyphenylboronic acid, 0.17 ml of 2M sodium carbonate solution and 6.1 mg (0.01 mmol) of bis(diphenylphosphino)ferrocenepalladium(II) chloride are reacted in 1 ml of dimethylformamide. 34 mg (50% of theory) of the title compound are obtained. Starting materials: C(C)(C)(C)OC(=O)N1CC(C(C1)NC(=O)OCC[Si](C)(C)C)C(=O)O (4-(2-trimethylsilanyl-ethoxycarbonylamino)-pyrrolidine-1,3-dicarboxylic acid 1-tert-butyl ester), O=C1OCCN1P(=O)(N1C(OCC1)=O)Cl (bis(2-oxo-1,3-oxazolidin-3-yl)phosphinic chloride), CCN(C(C)C)C(C)C (DIEA), FC=1C=C(C=CC1)N (3-fluoro-phenylamine). Run in ClCCCl (DCE), CCOC(=O)C (EtOAc). Run at time 15 minute. Product: C(C)(C)(C)OC(=O)N1CC(C(C1)NC(=O)OCC[Si](C)(C)C)C(NC1=CC(=CC=C1)F)=O (3-(3-Fluoro-phenylcarbamoyl)-4-(2-trimethylsilanyl-ethoxycarbonylamino)-pyrrolidine-1-carboxylic acid tert-butyl ester). Yield: 42.6%. Reaction SMILES: [C:1]([O:5][C:6]([N:8]1[CH2:12][CH:11]([NH:13][C:14]([O:16][CH2:17][CH2:18][Si:19]([CH3:22])([CH3:21])[CH3:20])=[O:15])[CH:10]([C:23](O)=[O:24])[CH2:9]1)=[O:7])([CH3:4])([CH3:3])[CH3:2].O=C1N(P(Cl)(N2CCOC2=O)=O)CCO1.CCN(C(C)C)C(C)C.[F:50][C:51]1[CH:52]=[C:53]([NH2:57])[CH:54]=[CH:55][CH:56]=1>ClCCCl.CCOC(C)=O>[C:1]([O:5][C:6]([N:8]1[CH2:12][CH:11]([NH:13][C:14]([O:16][CH2:17][CH2:18][Si:19]([CH3:20])([CH3:22])[CH3:21])=[O:15])[CH:10]([C:23](=[O:24])[NH:57][C:53]2[CH:54]=[CH:55][CH:56]=[C:51]([F:50])[CH:52]=2)[CH2:9]1)=[O:7])([CH3:2])([CH3:4])[CH3:3]. Reported procedure: To a solution of 4-(2-trimethylsilanyl-ethoxycarbonylamino)-pyrrolidine-1,3-dicarboxylic acid 1-tert-butyl ester (3200.00 mg; 8.54 mmol; 1.00 eq.) in DCE (40.0 ml), bis(2-oxo-1,3-oxazolidin-3-yl)phosphinic chloride (2392.68 mg; 9.40 mmol; 1.10 eq.) was added. After stirring for 15 mins. DIEA (1.69 ml; 9.40 mmol; 1.10 eq.) and 3-fluoro-phenylamine (1044.40 mg; 9.40 mmol; 1.10 eq) were added. The reaction mixture was stirred overnight at 45° C. The reaction solution was diluted with EtOAc, washed,...